Dataset: the Open Reaction Database (ORD), a public repository of structured organic reaction records. Task: describe an organic reaction: reactants, conditions, products, and yield Starting materials: C(C)(=O)NC1=C(C=C(C=C1)SC#N)[N+](=O)[O-] (1-acetamido-2-nitro-4-thiocyanatobenzene), C(CC)Br (n-propylbromide), C(CC)O (n-propyl alcohol), [OH-].[K+] (potassium hydroxide). Run in O (water). Conditions: time 8 hour. Yields the product C(C)(=O)NC1=C(C=C(C=C1)SCCC)[N+](=O)[O-] (1-acetamido-2-nitro-4-n-propylthiobenzene). RXN SMILES: [C:1]([NH:4][C:5]1[CH:10]=[CH:9][C:8]([S:11][C:12]#N)=[CH:7][C:6]=1[N+:14]([O-:16])=[O:15])(=[O:3])[CH3:2].[CH2:17](O)[CH2:18]C.[OH-].[K+].C(Br)CC>O>[C:1]([NH:4][C:5]1[CH:10]=[CH:9][C:8]([S:11][CH2:12][CH2:17][CH3:18])=[CH:7][C:6]=1[N+:14]([O-:16])=[O:15])(=[O:3])[CH3:2] |f:2.3|. Procedure details: of 1-acetamido-2-nitro-4-thiocyanatobenzene in 70 ml. of n-propyl alcohol containing 4.8 g. potassium hydroxide is treated with 2.6 g. n-propylbromide. The mixture is stirred overnight at 15°-20° C., then poured into water, and extracted with chloroform. The dried extracts are stripped under vacuum and the residual red oil is dissolved in 25 ml. of acetic anhydride. A few drops of sulfuric acid are added and the mixture left at 20°-25° C for 1 hour. Sodium acetate is added and the solvent remove... Starting materials: FC(C(=O)[O-])(C(C(F)(F)F)(F)F)F (perfluorobutyrate), C\C=C\C1=CC=CC=C1 (trans-β-methylstyrene), Ru3O(pfb)6 (Et2O)3. The product is C(C1=CC=CC=C1)=O (benzaldehyde), C1(=CC=CC=C1)C1C(C)O1 (1-phenylpropylene oxide). Yield: 70.0%. Reaction SMILES: [CH3:1]/[CH:2]=[CH:3]/[C:4]1[CH:9]=[CH:8][CH:7]=[CH:6][CH:5]=1.FC(F)(C(F)(F)C(F)(F)F)C([O-])=[O:13]>>[CH:3](=[O:13])[C:4]1[CH:9]=[CH:8][CH:7]=[CH:6][CH:5]=1.[C:4]1([CH:3]2[O:13][CH:2]2[CH3:1])[CH:9]=[CH:8][CH:7]=[CH:6][CH:5]=1. Reported procedure: The metal-catalyzed epoxidation of trans-β-methylstyrene was performed as described in Example 2 with the substitution of [Ru3O(pfb)6 (Et2O)3 ](pfb) (where pfb= perfluorobutyrate) (0.0449 g, 2.3×10-5 moles) as the catalyst. After 6 hours of reaction, the complete oxidation of the substrate produced benzaldehyde (30%) and 1-phenylpropylene oxide (70%).